From a dataset of the Open Reaction Database (ORD), a public repository of structured organic reaction records. describe an organic reaction: reactants, conditions, products, and yield Reactants: O=C([O-])O, CC1=NN(c2ccc3c(c2)CCC3)C(=O)C1, CCO, Cl, Cl, O=N[O-], Cc1cc(N)c(O)c(-c2cccc(C(=O)O)c2)c1, [Na+], [Na+]. Yields the product CC1=NN(c2ccc3c(c2)CCC3)C(=O)C1=NNc1cc(C)cc(-c2cccc(C(=O)O)c2)c1O. As a reaction SMILES: [C:40](=[O:41])([OH:42])[O-:43].[CH2:24]1[CH2:25][CH2:26][c:27]2[cH:28][c:29]([N:33]3[N:34]=[C:35]([CH3:39])[CH2:36][C:37]3=[O:38])[cH:30][cH:31][c:32]21.[CH3:46][CH2:47][OH:48].[ClH:1].[ClH:45].[N:20]([O-:21])=[O:22].[NH2:2][c:3]1[c:4]([OH:19])[c:5](-[c:10]2[cH:11][c:12]([C:16](=[O:17])[OH:18])[cH:13][cH:14][cH:15]2)[cH:6][c:7]([CH3:9])[cH:8]1.[Na+:23].[Na+:44]>>[NH:2]([c:3]1[c:4]([OH:19])[c:5](-[c:10]2[cH:11][c:12]([C:16](=[O:17])[OH:18])[cH:13][cH:14][cH:15]2)[cH:6][c:7]([CH3:9])[cH:8]1)[N:20]=[C:36]1[C:35]([CH3:39])=[N:34][N:33]([c:29]2[cH:28][c:27]3[c:32]([cH:31][cH:30]2)[CH2:24][CH2:25][CH2:26]3)[C:37]1=[O:38].